This data is from the Open Reaction Database (ORD), a public repository of structured organic reaction records. The task is: describe an organic reaction: reactants, conditions, products, and yield Starting materials: Fc1cc(Br)c(Cl)c(Br)c1, N=C(c1ccccc1)c1ccccc1, CC(C)(C)[O-], Cc1ccccc1, [Na+], O=C(C=Cc1ccccc1)C=Cc1ccccc1, O=C(C=Cc1ccccc1)C=Cc1ccccc1, O=C(C=Cc1ccccc1)C=Cc1ccccc1, [Pd], [Pd]. The product is Nc1cc(F)cc(Br)c1Cl. RXN SMILES: [Br:1][c:2]1[c:3]([Cl:10])[c:4]([Br:9])[cH:5][c:6]([F:8])[cH:7]1.[C:11]([c:12]1[cH:13][cH:14][cH:15][cH:16][cH:17]1)([c:18]1[cH:19][cH:20][cH:21][cH:22][cH:23]1)=[NH:24].[CH3:25][C:26]([CH3:27])([O-:28])[CH3:29].[CH3:87][c:88]1[cH:89][cH:90][cH:91][cH:92][cH:93]1.[Na+:30].[O:33]=[C:34]([CH:35]=[CH:36][c:37]1[cH:38][cH:39][cH:40][cH:41][cH:42]1)[CH:43]=[CH:44][c:45]1[cH:46][cH:47][cH:48][cH:49][cH:50]1.[O:51]=[C:52]([CH:53]=[CH:54][c:55]1[cH:56][cH:57][cH:58][cH:59][cH:60]1)[CH:61]=[CH:62][c:63]1[cH:64][cH:65][cH:66][cH:67][cH:68]1.[O:69]=[C:70]([CH:71]=[CH:72][c:73]1[cH:74][cH:75][cH:76][cH:77][cH:78]1)[CH:79]=[CH:80][c:81]1[cH:82][cH:83][cH:84][cH:85][cH:86]1.[Pd:31].[Pd:32]>>[Br:1][c:2]1[c:3]([Cl:10])[c:4]([NH2:24])[cH:5][c:6]([F:8])[cH:7]1. The reactants are CN1C=CC2=CC=CC=C12 (1-methylindole), [Cl-].BrC1=C(C=[N+](C)C)C=CC=C1 ((2-bromo-benzylidene)-dimethyl-ammonium chloride), BrC1=C(C=O)C=CC=C1 (2-bromo-benzaldehyde), CNC (dimethylamine). The product is BrC1=C(C=CC=C1)C(C1=CN(C2=CC=CC=C12)C)N(C)C ([(2-Bromo-phenyl)-(1-methyl-1H-indol-3-yl)-methyl]-dimethyl-amine). RXN SMILES: [CH3:1][N:2]1[C:10]2[C:5](=[CH:6][CH:7]=[CH:8][CH:9]=2)[CH:4]=[CH:3]1.[Cl-].[Br:12][C:13]1[CH:22]=[CH:21][CH:20]=[CH:19][C:14]=1[CH:15]=[N+:16]([CH3:18])[CH3:17].BrC1C=CC=CC=1C=O.CNC>>[Br:12][C:13]1[CH:22]=[CH:21][CH:20]=[CH:19][C:14]=1[CH:15]([N:16]([CH3:18])[CH3:17])[C:4]1[C:5]2[C:10](=[CH:9][CH:8]=[CH:7][CH:6]=2)[N:2]([CH3:1])[CH:3]=1 |f:1.2|. Procedure: The preparation was carried out in accordance with general synthesis instructions 4 from 1-methylindole and (2-bromo-benzylidene)-dimethyl-ammonium chloride, which had been prepared in accordance with example 24 from 2-bromo-benzaldehyde and dimethylamine. The reactants are CC(C)N1C(=O)C(Cl)=C(c2ccccc2)S1(=O)=O, NCCc1cccnc1. Product: CC(C)N1C(=O)C(NCCc2cccnc2)=C(c2ccccc2)S1(=O)=O. Reaction SMILES: [Cl:1][C:2]1=[C:6]([c:7]2[cH:8][cH:9][cH:10][cH:11][cH:12]2)[S:5](=[O:13])(=[O:14])[N:4]([CH:15]([CH3:16])[CH3:17])[C:3]1=[O:18].[n:19]1[cH:20][c:21]([CH2:25][CH2:26][NH2:27])[cH:22][cH:23][cH:24]1>>[C:2]1([NH:27][CH2:26][CH2:25][c:21]2[cH:20][n:19][cH:24][cH:23][cH:22]2)=[C:6]([c:7]2[cH:8][cH:9][cH:10][cH:11][cH:12]2)[S:5](=[O:13])(=[O:14])[N:4]([CH:15]([CH3:16])[CH3:17])[C:3]1=[O:18]. Starting materials: C1CCOC1, CO, CCOC(=O)c1nc(C(C)C)cs1, Cl, [Li+], [OH-]. Yields the product CC(C)c1csc(C(=O)O)n1. As a reaction SMILES: [CH2:17]1[O:18][CH2:19][CH2:20][CH2:21]1.[CH3:22][OH:23].[CH:1]([CH3:2])([CH3:3])[c:4]1[n:5][c:6]([C:9](=[O:10])[O:11][CH2:12][CH3:13])[s:7][cH:8]1.[ClH:16].[Li+:14].[OH-:15]>>[CH:1]([CH3:2])([CH3:3])[c:4]1[n:5][c:6]([C:9](=[O:10])[OH:11])[s:7][cH:8]1. The reactants are C12(CC1)CCOC=1C=CC=C(C12)O (2,3-dihydrospiro[chromene-4,1′-cyclopropan]-5-ol), C12(CC1)CCOC=1C=CC=C(C12)O (2,3-dihydrospiro[chromene-4,1′-cyclopropan]-5-ol), CN(C)C=O (DMF), ClC1=NC=C(C=N1)[N+](=O)[O-] (2-chloro-5-nitropyrimidine). Conditions: time 1 hour. The product is C12(CC1)CCOC1=CC=CC(=C12)OC1=NC=C(C=N1)[N+](=O)[O-] (2-(2,3-dihydrospiro[chromene-4,1′-cyclopropan]-5-yloxy)-5-nitropyrimidine). Isolated yield 84.9%. As a reaction SMILES: [C:1]12([C:12]3[C:11]([OH:13])=[CH:10][CH:9]=[CH:8][C:7]=3[O:6][CH2:5][CH2:4]1)[CH2:3][CH2:2]2.CN(C=O)C.Cl[C:20]1[N:25]=[CH:24][C:23]([N+:26]([O-:28])=[O:27])=[CH:22][N:21]=1>>[C:1]12([C:12]3[C:7](=[CH:8][CH:9]=[CH:10][C:11]=3[O:13][C:20]3[N:25]=[CH:24][C:23]([N+:26]([O-:28])=[O:27])=[CH:22][N:21]=3)[O:6][CH2:5][CH2:4]1)[CH2:3][CH2:2]2. Procedure details: To a solution of 2,3-dihydrospiro[chromene-4,1′-cyclopropan]-5-ol (Intermediate 221, 63 mg, 0.358 mmol) in DMF (3 ml) K2CO3 (74.1 mg, 0.536 mmol) and 2-chloro-5-nitropyrimidine (86.0 mg, 0.536 mmol) were added and the reaction mixture was stirred at rt for 1 h. DMF was then evaporated under high vacuum, water was added and the reaction mixture was extracted with AcOEt (three times). Collected organic layers were dried over Na2SO4, filtered and evaporated. The residue was purified by flash chroma... Reactants: C1=CC(=CC=C1[N+](=O)[O-])O (p-nitrophenol), B(O)(O)O (boric acid), C(C)(=O)OC(C)=O (acetic anhydride). Yields the product CC(=O)NC=1C=CC(=CC1)O (APAP). Isolated yield 85.0%. Reaction SMILES: [CH:1]1[C:6]([N+:7]([O-])=O)=[CH:5][CH:4]=[C:3]([OH:10])[CH:2]=1.B(O)(O)O.[C:15](OC(=O)C)(=[O:17])[CH3:16]>>[CH3:16][C:15]([NH:7][C:6]1[CH:1]=[CH:2][C:3]([OH:10])=[CH:4][CH:5]=1)=[O:17]. Procedure details: The following analysis compares a typical APAP product produced by the stepwise/boric acid process of this invention with high purity standards. For this example 30 lbs. of p-nitrophenol was hydrogenated at 63°-67° C. by stepwise acetylation using 10 mole percent boric acid and adding 50% acetic anhydride after completing 60% of the hydrogenation. Product yield was about 85%.